This data is from the Open Reaction Database (ORD), a public repository of structured organic reaction records. The task is: describe an organic reaction: reactants, conditions, products, and yield Starting materials: CCCCOC(=O)C1CCC(C(=O)O)CC1, C1CCOC1, [Li]C, CCOC(C)=O, CO, CCOCC, [Cl-], I[Cu]I, [NH4+], CN(C)C=O, O=S(Cl)Cl. Yields the product CCCCOC(=O)C1CCC(C(C)=O)CC1. RXN SMILES: [CH2:1]([CH2:2][CH2:3][CH3:4])[O:5][C:6](=[O:7])[CH:8]1[CH2:9][CH2:10][CH:11]([C:14](=[O:15])[OH:16])[CH2:12][CH2:13]1.[CH2:36]1[O:37][CH2:38][CH2:39][CH2:40]1.[CH3:21][Li:22].[CH3:28][CH2:29][O:30][C:31](=[O:32])[CH3:33].[CH3:34][OH:35].[CH3:41][CH2:42][O:43][CH2:44][CH3:45].[Cl-:23].[Cu:25]([I:26])[I:27].[NH4+:24].[O:46]=[CH:47][N:48]([CH3:49])[CH3:50].[S:17]([Cl:18])([Cl:19])=[O:20]>>[CH2:1]([CH2:2][CH2:3][CH3:4])[O:5][C:6](=[O:7])[CH:8]1[CH2:9][CH2:10][CH:11]([C:14](=[O:16])[CH3:21])[CH2:12][CH2:13]1. Reactants: S(=O)(=O)(C(F)(F)F)OS(=O)(=O)C(F)(F)F (Triflic anhydride), ClC1=CC(=C(NC2=CC=NC3=CC(=C(C=C23)O)OC)C=C1)F (4-(4-chloro-2-fluoroanilino)-6-hydroxy-7-methoxyquinoline). Run in N1=CC=CC=C1 (pyridine). Conditions: time 1 hour. Product: ClC1=CC(=C(NC2=CC=NC3=CC(=C(C=C23)OS(=O)(=O)C(F)(F)F)OC)C=C1)F (4-(4-chloro-2-fluoroanilino)-7-methoxy-6-trifluoromethylsulphonyloxyquinoline). Yield: 62.1%. As a reaction SMILES: S([O:8][S:9]([C:12]([F:15])([F:14])[F:13])(=[O:11])=[O:10])(C(F)(F)F)(=O)=O.[Cl:16][C:17]1[CH:36]=[CH:35][C:20]([NH:21][C:22]2[C:31]3[C:26](=[CH:27][C:28]([O:33][CH3:34])=[C:29](O)[CH:30]=3)[N:25]=[CH:24][CH:23]=2)=[C:19]([F:37])[CH:18]=1>N1C=CC=CC=1>[Cl:16][C:17]1[CH:36]=[CH:35][C:20]([NH:21][C:22]2[C:31]3[C:26](=[CH:27][C:28]([O:33][CH3:34])=[C:29]([O:8][S:9]([C:12]([F:13])([F:14])[F:15])(=[O:10])=[O:11])[CH:30]=3)[N:25]=[CH:24][CH:23]=2)=[C:19]([F:37])[CH:18]=1. Procedure: Triflic anhydride (620 mg, 2.2 mmol) was added to 4-(4-chloro-2-fluoroanilino)-6-hydroxy-7-methoxyquinoline (637 mg, 2 mmol) in pyridine (6 ml) at 0° C. over 5 minutes. The mixture was stirred 1 hour and left to warm up to ambient temperature. The volatiles were removed by evaporation and the residue was partitioned between ethyl acetate and water containing 1M hydrochloric acid. The organic layer was dried (MgSO4), insoluble materials were removed by filtration and the volatiles were removed by... Reactants: CNC(C(CCC[C@@H]1SC[C@@H]2NC(=O)N[C@H]12)C(CNC)=O)=O (N-Methylglycylbiotinamide methyl ester). The solvent is CO (MeOH), [OH-].[Na+] (NaOH), CO.O (MeOH water), [H][H] (hydrogen). Run at time 1 hour. The product is CNCC(=O)C(C(=O)N)CCC[C@@H]1SC[C@@H]2NC(=O)N[C@H]12 (N-methylglycylbiotinamide). The yield is 90.0%. As a reaction SMILES: C[NH:2][C:3](=[O:22])[CH:4]([C:17](=[O:21])[CH2:18][NH:19][CH3:20])[CH2:5][CH2:6][CH2:7][C@H:8]1[C@@H:16]2[C@@H:11]([NH:12][C:13]([NH:15]2)=[O:14])[CH2:10][S:9]1>CO.[OH-].[Na+].CO.O.[H][H]>[CH3:20][NH:19][CH2:18][C:17]([CH:4]([CH2:5][CH2:6][CH2:7][C@H:8]1[C@@H:16]2[C@@H:11]([NH:12][C:13]([NH:15]2)=[O:14])[CH2:10][S:9]1)[C:3]([NH2:2])=[O:22])=[O:21] |f:2.3,4.5|. Procedure details: N-Methylglycylbiotinamide methyl ester was hydrolyzed in a mixture of 31 mL MeOH and 10 mL of 1N NaOH at room temperature with stirring for 1 hour. The mixture was diluted with 50 mL 50% MeOH/water and neutralized with cation exchange resin, hydrogen form (AG MP-50, BioRad). The solution was filtered, the resin washed (3×50 mL) with 50% MeOH/water, and the solvents removed by rotary evaporation to yield 1.6 g (90%) of N-methylglycylbiotinamide acid as an off-white solid. 1H-NMR. (Ref. Wilbur, D.... As a reaction SMILES: [C:30]([CH2:31][CH3:32])(=[O:33])[Cl:34].[NH:1]1[CH2:2][CH:3]([NH:6][c:7]2[n:8][cH:9][cH:10][cH:11][c:12]2-[c:13]2[n:14][c:15]3[c:16]([n:17][cH:18]2)[n:19]([CH2:22][O:23][CH2:24][CH2:25][Si:26]([CH3:27])([CH3:28])[CH3:29])[cH:20][cH:21]3)[CH2:4][CH2:5]1>>[N:1]1([C:30]([CH2:31][CH3:32])=[O:33])[CH2:2][CH:3]([NH:6][c:7]2[n:8][cH:9][cH:10][cH:11][c:12]2-[c:13]2[n:14][c:15]3[c:16]([n:17][cH:18]2)[n:19]([CH2:22][O:23][CH2:24][CH2:25][Si:26]([CH3:27])([CH3:28])[CH3:29])[cH:20][cH:21]3)[CH2:4][CH2:5]1. Starting materials: CCC(=O)Cl, C[Si](C)(C)CCOCn1ccc2nc(-c3cccnc3NC3CCNC3)cnc21. Yields the product CCC(=O)N1CCC(Nc2ncccc2-c2cnc3c(ccn3COCC[Si](C)(C)C)n2)C1. Starting materials: 23b, FC(OC1=C(C(=NC2=C(C=CC(=C12)OCC(=O)OC)F)CC)CC1=CC=C(C=C1)B(O)O)F ((4-{[4-difluoromethoxy-2-ethyl-8-fluoro-5-(2-methoxy-2-oxoethoxy)quinolin-3-yl]methyl}phenyl)boronic acid), C1(CC1)C1=CC=NN1 (5-cyclopropyl-1H-pyrazole). Product: COC(COC1=C2C(=C(C(=NC2=C(C=C1)F)CC)CC1=CC=C(C=C1)N1N=CC=C1C1CC1)OC(F)F)=O ({3-[4-(5-cyclopropylpyrazol-1-yl)benzyl]-4-difluoromethoxy-2-ethyl-8-fluoroquinolin-5-yloxy}acetic acid methyl ester). Reaction SMILES: [F:1][CH:2]([F:33])[O:3][C:4]1[C:13]2[C:8](=[C:9]([F:20])[CH:10]=[CH:11][C:12]=2[O:14][CH2:15][C:16]([O:18][CH3:19])=[O:17])[N:7]=[C:6]([CH2:21][CH3:22])[C:5]=1[CH2:23][C:24]1[CH:29]=[CH:28][C:27](B(O)O)=[CH:26][CH:25]=1.[CH:34]1([C:37]2[NH:41][N:40]=[CH:39][CH:38]=2)[CH2:36][CH2:35]1>>[CH3:19][O:18][C:16](=[O:17])[CH2:15][O:14][C:12]1[CH:11]=[CH:10][C:9]([F:20])=[C:8]2[C:13]=1[C:4]([O:3][CH:2]([F:33])[F:1])=[C:5]([CH2:23][C:24]1[CH:29]=[CH:28][C:27]([N:41]3[C:37]([CH:34]4[CH2:36][CH2:35]4)=[CH:38][CH:39]=[N:40]3)=[CH:26][CH:25]=1)[C:6]([CH2:21][CH3:22])=[N:7]2. Procedure details: The title compound was prepared by the method of Preparation 23b using (4-{[4-difluoromethoxy-2-ethyl-8-fluoro-5-(2-methoxy-2-oxoethoxy)quinolin-3-yl]methyl}phenyl)boronic acid and 5-cyclopropyl-1H-pyrazole.